This data is from the Open Reaction Database (ORD), a public repository of structured organic reaction records. The task is: describe an organic reaction: reactants, conditions, products, and yield Reactants: BrC1=C(C=CC=C1)SCC(=O)N(NC(C1=CC=CC=C1)=O)C(C)C (benzoic acid N′-[2-(2-bromo-phenylsulfanyl)-acetyl]-N′-isopropyl-hydrazide), C(=O)([O-])[O-].[Na+].[Na+] (Na2CO3), FC(C=1C=C(C=CC1)B(O)O)(F)F (3-trifluoromethylphenylboronic acid), Pd[PPh3]4. The solvent is COCCOC (DME). Product: FC(C=1C=C(C=CC1)C1=C(C=CC=C1)SCC(=O)N(NC(C1=CC=CC=C1)=O)C(C)C)(F)F (benzoic acid N′-[2-(3′-trifluoromethyl-biphenyl-2-ylsulfanyl)-acetyl]-N′-isopropyl-hydrazide). Yield: 13.8%. Reaction SMILES: Br[C:2]1[CH:7]=[CH:6][CH:5]=[CH:4][C:3]=1[S:8][CH2:9][C:10]([N:12]([CH:22]([CH3:24])[CH3:23])[NH:13][C:14](=[O:21])[C:15]1[CH:20]=[CH:19][CH:18]=[CH:17][CH:16]=1)=[O:11].C([O-])([O-])=O.[Na+].[Na+].[F:31][C:32]([F:43])([F:42])[C:33]1[CH:34]=[C:35](B(O)O)[CH:36]=[CH:37][CH:38]=1>COCCOC>[F:31][C:32]([F:43])([F:42])[C:33]1[CH:38]=[C:37]([C:2]2[CH:7]=[CH:6][CH:5]=[CH:4][C:3]=2[S:8][CH2:9][C:10]([N:12]([CH:22]([CH3:24])[CH3:23])[NH:13][C:14](=[O:21])[C:15]2[CH:20]=[CH:19][CH:18]=[CH:17][CH:16]=2)=[O:11])[CH:36]=[CH:35][CH:34]=1 |f:1.2.3|. Procedure: A solution of benzoic acid N′-[2-(2-bromo-phenylsulfanyl)-acetyl]-N′-isopropyl-hydrazide (50 mg, 0.123 mmol) in DME (4 ml)/2M Na2CO3 (0.215 ml, 0.43 mmoles) was treated with 3-trifluoromethylphenylboronic acid (47 mg, 0.25 mmol) and Pd[PPh3]4 (14 mg, 0.012 mmol) for 12 hours at 90° C. The reaction mixture was partitioned between water and DCM. The organic layer was washed with brine, dried over sodium sulfate, filtered, and concentrated. The crude was adsorbed on silica and purified on a silica ... The reactants are CCO, CCOC(=O)c1ccc2c(c1)[nH]c(=O)c1cnc(C3CCCCC3)n12, Cl, [Na+], [OH-]. Product: O=C(O)c1ccc2c(c1)[nH]c(=O)c1cnc(C3CCCCC3)n12. As a reaction SMILES: [CH3:29][CH2:30][OH:31].[CH:1]1([c:7]2[n:8][cH:9][c:10]3[n:11]2[c:12]2[cH:13][cH:14][c:15]([C:21](=[O:22])[O:23][CH2:24][CH3:25])[cH:16][c:17]2[nH:18][c:19]3=[O:20])[CH2:2][CH2:3][CH2:4][CH2:5][CH2:6]1.[ClH:28].[Na+:27].[OH-:26]>>[CH:1]1([c:7]2[n:8][cH:9][c:10]3[n:11]2[c:12]2[cH:13][cH:14][c:15]([C:21](=[O:22])[OH:23])[cH:16][c:17]2[nH:18][c:19]3=[O:20])[CH2:2][CH2:3][CH2:4][CH2:5][CH2:6]1.